Dataset: the Open Reaction Database (ORD), a public repository of structured organic reaction records. Task: describe an organic reaction: reactants, conditions, products, and yield Reactants: [BH4-], CO, Nc1ccc2c(c1)C(=O)c1ccccc1-2, [Na+]. Product: Nc1ccc2c(c1)C(O)c1ccccc1-2. RXN SMILES: [BH4-:16].[CH3:18][OH:19].[NH2:1][c:2]1[cH:3][c:4]2[c:12]([cH:13][cH:14]1)-[c:11]1[c:6]([cH:7][cH:8][cH:9][cH:10]1)[C:5]2=[O:15].[Na+:17]>>[NH2:1][c:2]1[cH:3][c:4]2[c:12]([cH:13][cH:14]1)-[c:11]1[c:6]([cH:7][cH:8][cH:9][cH:10]1)[CH:5]2[OH:15]. Starting materials: C1(CC1)C1=NC2=C(N1C)C=C(C=C2)N2C(C=C(C=C2)OCC#N)=O (((1-(2-cyclopropyl-1-methyl-1H-benzimidazol-6-yl)-2-oxo-1,2-dihydropyridin-4-yl)oxy)acetonitrile), [NH4+].[Cl-] (NH4Cl). The reagents and catalysts are C[O-].[Na+] (sodium methoxide). Run in CO (MeOH). Conditions: time 4 hour. The product is Cl.C1(CC1)C1=NC2=C(N1C)C=C(C=C2)N2C(C=C(C=C2)OCC(N)=N)=O (2-((1-(2-Cyclopropyl-1-methyl-1H-benzimidazol-6-yl)-2-oxo-1,2-dihydropyridin-4-yl)oxy)ethanimidamide hydrochloride). Isolated yield 105.1%. As a reaction SMILES: [CH:1]1([C:4]2[N:8]([CH3:9])[C:7]3[CH:10]=[C:11]([N:14]4[CH:19]=[CH:18][C:17]([O:20][CH2:21][C:22]#[N:23])=[CH:16][C:15]4=[O:24])[CH:12]=[CH:13][C:6]=3[N:5]=2)[CH2:3][CH2:2]1.[NH4+:25].[Cl-:26]>CO.C[O-].[Na+]>[ClH:26].[CH:1]1([C:4]2[N:8]([CH3:9])[C:7]3[CH:10]=[C:11]([N:14]4[CH:19]=[CH:18][C:17]([O:20][CH2:21][C:22](=[NH:25])[NH2:23])=[CH:16][C:15]4=[O:24])[CH:12]=[CH:13][C:6]=3[N:5]=2)[CH2:2][CH2:3]1 |f:1.2,4.5,6.7|. Procedure details: To a solution of ((1-(2-cyclopropyl-1-methyl-1H-benzimidazol-6-yl)-2-oxo-1,2-dihydropyridin-4-yl)oxy)acetonitrile (300 mg) in MeOH (4 ml) was added sodium methoxide (2.5 mg), and the mixture was stirred at room temperature for 4 h. NH4Cl (52.6 mg) was added to the mixture, and the mixture was stirred at room temperature overnight. The solvent was evaporated, and the residual solid was washed with IPA-IPE to give the title compound (368 mg) as a light brown solid. Reactants: FC(C1=C(C=O)C=CC=C1)(F)F (2-trifluoromethylbenzaldehyde), NC1=NNC=C1 (3-aminopyrazole), FC(C(CC(=O)OCC)=O)(F)F (ethyl trifluoroacetoacetate). The product is FC(C1=C(C(C=2C(N1)=NNC2)C2=C(C=CC=C2)C(F)(F)F)C(=O)OCC)(F)F (Ethyl 4,7-dihydro-6-trifluoromethyl-4-(2-trifluoromethylphenyl)-2H-pyrazolo[3,4-b]pyridine-5-carboxylate). Reaction SMILES: [F:1][C:2]([F:12])([F:11])[C:3]1[CH:10]=[CH:9][CH:8]=[CH:7][C:4]=1[CH:5]=O.[NH2:13][C:14]1[CH:18]=[CH:17][NH:16][N:15]=1.[F:19][C:20]([F:30])([F:29])[C:21](=O)[CH2:22][C:23]([O:25][CH2:26][CH3:27])=[O:24]>>[F:19][C:20]([F:29])([F:30])[C:21]1[NH:13][C:14]2=[N:15][NH:16][CH:17]=[C:18]2[CH:5]([C:4]2[CH:7]=[CH:8][CH:9]=[CH:10][C:3]=2[C:2]([F:12])([F:11])[F:1])[C:22]=1[C:23]([O:25][CH2:26][CH3:27])=[O:24]. Procedure: The title compound was prepared from 2-trifluoromethylbenzaldehyde, 3-aminopyrazole and ethyl trifluoroacetoacetate in the same manner as in Example 1.